This data is from the Open Reaction Database (ORD), a public repository of structured organic reaction records. The task is: describe an organic reaction: reactants, conditions, products, and yield Reactants: N#CCNC(=O)C1CCCCC1CS(=O)(=O)c1ccc(F)cc1, Cc1ccccc1, C[S-], CCOC(C)=O, [Na+]. Product: CSc1ccc(S(=O)(=O)CC2CCCCC2C(=O)NCC#N)cc1. As a reaction SMILES: [C:1](#[N:2])[CH2:3][NH:4][C:5](=[O:6])[CH:7]1[CH:8]([CH2:13][S:14](=[O:15])(=[O:16])[c:17]2[cH:18][cH:19][c:20]([F:23])[cH:21][cH:22]2)[CH2:9][CH2:10][CH2:11][CH2:12]1.[CH3:24][c:25]1[cH:26][cH:27][cH:28][cH:29][cH:30]1.[CH3:31][S-:32].[CH3:34][CH2:35][O:36][C:37](=[O:38])[CH3:39].[Na+:33]>>[C:1](#[N:2])[CH2:3][NH:4][C:5](=[O:6])[CH:7]1[CH:8]([CH2:13][S:14](=[O:15])(=[O:16])[c:17]2[cH:18][cH:19][c:20]([S:32][CH3:31])[cH:21][cH:22]2)[CH2:9][CH2:10][CH2:11][CH2:12]1. Reactants: [Cl-].[Al+3].[Cl-].[Cl-] (aluminum chloride), C(C=C)(=O)OCC (ethyl acrylate), FC(CCCCC(=C)C=C)(C(C(C(F)(F)F)(F)F)(F)F)F (2-(5,5,6,6,7,7,8,8,8-nonafluoro-octyl)-buta-1,3-diene). The solvent is C1(=CC=CC=C1)C (toluene). Reaction conditions: time 10 minute. Product: C(C)OC(=O)C1CC=C(CC1)CCCCC(C(C(C(F)(F)F)(F)F)(F)F)(F)F (4-(5,5,6,6,7,7,8,8,8-Nonafluoro-octyl)-cyclohex-3-enecarboxylic Acid Ethyl Ester). The yield is 88.0%. Reaction SMILES: [Cl-].[Al+3].[Cl-].[Cl-].[F:5][C:6]([F:25])([C:15]([F:24])([F:23])[C:16]([F:22])([F:21])[C:17]([F:20])([F:19])[F:18])[CH2:7][CH2:8][CH2:9][CH2:10][C:11]([CH:13]=[CH2:14])=[CH2:12].[C:26]([O:30][CH2:31][CH3:32])(=[O:29])[CH:27]=[CH2:28]>C1(C)C=CC=CC=1>[CH2:31]([O:30][C:26]([CH:27]1[CH2:28][CH2:12][C:11]([CH2:10][CH2:9][CH2:8][CH2:7][C:6]([F:25])([F:5])[C:15]([F:23])([F:24])[C:16]([F:21])([F:22])[C:17]([F:18])([F:19])[F:20])=[CH:13][CH2:14]1)=[O:29])[CH3:32] |f:0.1.2.3|. Procedure: To a slurry of aluminum chloride (0.1 equi) in toluene (1 mL/mmole), ethyl acrylate (1 equi.) (1 equi.) was added at ice temperature. The reaction mixture was stirred at ice temperature for 10 min. Then a solution 2-(5,5,6,6,7,7,8,8,8-nonafluoro-octyl)-buta-1,3-diene (40) (0.5M in THF) (1 equi.) was added at ice temperature over a period of 20 min. The reaction mixture was stirred at ice temperature for 10 h, water, extracted with hexane, washed with brine, dried over MgSO4, and concentrated in ... Reactants: ClC1=NC=C(C=C1[N+](=O)[O-])C (2-chloro-5-methyl-3-nitro-pyridine), C(CC(=O)OCC)(=O)OCC (diethyl malonate), [H-].[Na+] (NaH), Cl (HCl). The solvent is COCCOC (DME), COCCOC (DME), COCCOC (1,2-dimethoxyethane). Conditions: time 1 hour. The product is C(C)OC(C(C(=O)OCC)C1=NC=C(C=C1[N+](=O)[O-])C)=O (2-(5-Methyl-3-nitro-pyridin-2-yl)-malonic acid diethyl ester). As a reaction SMILES: [C:1]([O:9][CH2:10][CH3:11])(=[O:8])[CH2:2][C:3]([O:5][CH2:6][CH3:7])=[O:4].[H-].[Na+].Cl[C:15]1[C:20]([N+:21]([O-:23])=[O:22])=[CH:19][C:18]([CH3:24])=[CH:17][N:16]=1.Cl>COCCOC>[CH2:10]([O:9][C:1](=[O:8])[CH:2]([C:15]1[C:20]([N+:21]([O-:23])=[O:22])=[CH:19][C:18]([CH3:24])=[CH:17][N:16]=1)[C:3]([O:5][CH2:6][CH3:7])=[O:4])[CH3:11] |f:1.2|. Reported procedure: A solution of diethyl malonate (72 g, 0.436 mol) in DME (200 mL) is added dropwise to a magnetically stirred suspension of NaH (23 g, 0.58 mol) in dry 1,2-dimethoxyethane (DME, 350 mL). The mixture is stirred at room temperature for 1 hour and then a solution of 2-chloro-5-methyl-3-nitro-pyridine (50 g, 0.290 mol) in DME (100 mL) is added to give a dark red solution. After stirring for 18 hours, the reaction mixture is poured into ice-cold water and acidified to pH 3 with 6N HCl solution. The mi... Reactants: C1=CCN(Cc2ccccc2)C1, CS(=O)(=O)O, CC(C)=O, O, O=C(OO)c1cccc(Cl)c1. The product is OC1CN(Cc2ccccc2)CC1O. Reaction SMILES: [CH2:1]([c:2]1[cH:3][cH:4][cH:5][cH:6][cH:7]1)[N:8]1[CH2:9][CH:10]=[CH:11][CH2:12]1.[CH3:13][S:14]([OH:15])(=[O:16])=[O:17].[CH3:30][C:31](=[O:32])[CH3:33].[OH2:18].[OH:19][O:20][C:21]([c:22]1[cH:23][c:24]([Cl:25])[cH:26][cH:27][cH:28]1)=[O:29]>>[CH2:1]([c:2]1[cH:3][cH:4][cH:5][cH:6][cH:7]1)[N:8]1[CH2:9][CH:10]([OH:15])[CH:11]([OH:18])[CH2:12]1. Starting materials: B, C1CCOC1, CSC, Nc1ccc2c(c1)CCC2=NO. Yields the product Nc1ccc2c(c1)CCC2N. RXN SMILES: [BH3:16].[CH2:17]1[O:18][CH2:19][CH2:20][CH2:21]1.[CH3:13][S:14][CH3:15].[NH2:1][c:2]1[cH:3][c:4]2[c:8]([cH:9][cH:10]1)[C:7](=[N:11][OH:12])[CH2:6][CH2:5]2>>[NH2:1][c:2]1[cH:3][c:4]2[c:8]([cH:9][cH:10]1)[CH:7]([NH2:11])[CH2:6][CH2:5]2. RXN SMILES: [C:13]([CH3:14])([CH3:15])([CH3:16])[Si:17]([CH3:18])([CH3:19])[Cl:20].[Cl:26][CH2:27][Cl:28].[NH2:1][c:2]1[cH:3][cH:4][cH:5][c:6]2[c:11]1[CH2:10][CH:9]([OH:12])[CH2:8][CH2:7]2.[nH:21]1[cH:22][cH:23][n:24][cH:25]1>>[NH2:1][c:2]1[cH:3][cH:4][cH:5][c:6]2[c:11]1[CH2:10][CH:9]([O:12][Si:17]([C:13]([CH3:14])([CH3:15])[CH3:16])([CH3:18])[CH3:19])[CH2:8][CH2:7]2. Yields the product CC(C)(C)[Si](C)(C)OC1CCc2cccc(N)c2C1. Reactants: CC(C)(C)[Si](C)(C)Cl, ClCCl, Nc1cccc2c1CC(O)CC2, c1c[nH]cn1. Reactants: C(C)(C)(C)OC(NC1=C(C=C(C(=C1)C(F)(F)F)C)NC(CC(=O)C1=CC(=CC=C1)C1=CC(=NC=C1)C)=O)=O ((4-methyl-2-{3-[3-(2-methyl-pyridin-4-yl)-phenyl]-3-oxo-propionylamino}-5-trifluoromethyl-phenyl)-carbamic acid tert-butyl ester), C(=O)(C(F)(F)F)O (TFA). Solvent: C(Cl)Cl (CH2Cl2). Yields the product CC=1C(=CC2=C(NC(CC(=N2)C2=CC(=CC=C2)C2=CC(=NC=C2)C)=O)C1)C(F)(F)F (8-Methyl-4-[3-(2-methyl-pyridin-4-yl)-phenyl]-7-trifluoromethyl-1,3-dihydro benzo[b][1,4]diazepin-2-one), solid. Yield: 48.0%. RXN SMILES: C(OC(=O)[NH:7][C:8]1[CH:13]=[C:12]([C:14]([F:17])([F:16])[F:15])[C:11]([CH3:18])=[CH:10][C:9]=1[NH:19][C:20](=[O:37])[CH2:21][C:22]([C:24]1[CH:29]=[CH:28][CH:27]=[C:26]([C:30]2[CH:35]=[CH:34][N:33]=[C:32]([CH3:36])[CH:31]=2)[CH:25]=1)=O)(C)(C)C.C(O)(C(F)(F)F)=O>C(Cl)Cl>[CH3:18][C:11]1[C:12]([C:14]([F:17])([F:16])[F:15])=[CH:13][C:8]2[N:7]=[C:22]([C:24]3[CH:29]=[CH:28][CH:27]=[C:26]([C:30]4[CH:35]=[CH:34][N:33]=[C:32]([CH3:36])[CH:31]=4)[CH:25]=3)[CH2:21][C:20](=[O:37])[NH:19][C:9]=2[CH:10]=1. Procedure details: The title compound was prepared from (4-methyl-2-{3-[3-(2-methyl-pyridin-4-yl)-phenyl]-3-oxo-propionylamino}-5-trifluoromethyl-phenyl)-carbamic acid tert-butyl ester (Example M70) (0.32 g, 0.61 mmol) by treatment with TFA in CH2Cl2 according to the general procedure N. Obtained as an off white solid (120 mg, 48%). The reactants are C(C)OC1=NC=CC(=C1)CO (2-ethoxy-4-(hydroxymethyl)pyridine), BrP(C1=CC=CC=C1)(C1=CC=CC=C1)(C1=CC=CC=C1)Br (dibromotriphenylphosphorane). Solvent: ClCCl (dichloromethane), ClCCl (dichloromethane), ClCCl (dichloromethane). Reaction conditions: time 1 hour. The product is C(C)OC1=NC=CC(=C1)CBr (2-ethoxy-4-(bromomethyl)pyridine). The yield is 84.6%. RXN SMILES: [CH2:1]([O:3][C:4]1[CH:9]=[C:8]([CH2:10]O)[CH:7]=[CH:6][N:5]=1)[CH3:2].[Br:12]P(Br)(C1C=CC=CC=1)(C1C=CC=CC=1)C1C=CC=CC=1>ClCCl>[CH2:1]([O:3][C:4]1[CH:9]=[C:8]([CH2:10][Br:12])[CH:7]=[CH:6][N:5]=1)[CH3:2]. Procedure: A solution of 0.31 g of 2-ethoxy-4-(hydroxymethyl)pyridine in 6 ml of dichloromethane is added dropwise to a solution of 1.025 g of dibromotriphenylphosphorane in 12 ml of dichloromethane, under an inert atmosphere of argon at a temperature in the region of 20° C. Stirring is continued at this temperature for about 1 hour. The reaction medium is taken up in 100 ml of dichloromethane and then washed with 3×100 ml of water. The organic phase is dried over magnesium sulfate, filtered and then conce... Reactants: CCO, CCOC(=O)CCNC(=O)c1ccc(NC(c2oc3cccnc3c2C)C2CCCCC2)cc1, [Na+], C1CCOC1, [OH-]. Product: Cc1c(C(Nc2ccc(C(=O)NCCC(=O)O)cc2)C2CCCCC2)oc2cccnc12. RXN SMILES: [CH3:42][CH2:43][OH:44].[CH:1]1([CH:7]([c:8]2[c:9]([CH3:17])[c:10]3[n:11][cH:12][cH:13][cH:14][c:15]3[o:16]2)[NH:18][c:19]2[cH:20][cH:21][c:22]([C:25](=[O:26])[NH:27][CH2:28][CH2:29][C:30](=[O:31])[O:32][CH2:33][CH3:34])[cH:23][cH:24]2)[CH2:2][CH2:3][CH2:4][CH2:5][CH2:6]1.[Na+:41].[O:35]1[CH2:36][CH2:37][CH2:38][CH2:39]1.[OH-:40]>>[CH:1]1([CH:7]([c:8]2[c:9]([CH3:17])[c:10]3[n:11][cH:12][cH:13][cH:14][c:15]3[o:16]2)[NH:18][c:19]2[cH:20][cH:21][c:22]([C:25](=[O:26])[NH:27][CH2:28][CH2:29][C:30](=[O:31])[OH:32])[cH:23][cH:24]2)[CH2:2][CH2:3][CH2:4][CH2:5][CH2:6]1. The reactants are O=C1NCCn2c1cc1cc(OCCCN3CCCCC3)ccc12, OC1CCNC1. Yields the product O=C1NCCn2c1cc1cc(OCCCN3CCC(O)C3)ccc12. As a reaction SMILES: [N:1]1([CH2:7][CH2:8][CH2:9][O:10][c:11]2[cH:12][c:13]3[cH:14][c:15]4[n:16]([c:17]3[cH:18][cH:19]2)[CH2:20][CH2:21][NH:22][C:23]4=[O:24])[CH2:2][CH2:3][CH2:4][CH2:5][CH2:6]1.[OH:25][CH:26]1[CH2:27][CH2:28][NH:29][CH2:30]1>>[N:1]1([CH2:7][CH2:8][CH2:9][O:10][c:11]2[cH:12][c:13]3[cH:14][c:15]4[n:16]([c:17]3[cH:18][cH:19]2)[CH2:20][CH2:21][NH:22][C:23]4=[O:24])[CH2:2][CH:3]([OH:25])[CH2:5][CH2:6]1.